From a dataset of the Open Reaction Database (ORD), a public repository of structured organic reaction records. describe an organic reaction: reactants, conditions, products, and yield The reactants are C=CCOC(=O)c1ccc(OC(=O)C2(CCCCC)CC3=C(C2)C(C)(C)CCC3(C)C)cc1, C1CCOC1. Product: CCCCCC1(C(=O)Oc2ccc(C(=O)O)cc2)CC2=C(C1)C(C)(C)CCC2(C)C. As a reaction SMILES: [CH2:1]([CH:2]=[CH2:3])[O:4][C:5](=[O:6])[c:7]1[cH:8][cH:9][c:10]([O:13][C:14](=[O:15])[C:16]2([CH2:29][CH2:30][CH2:31][CH2:32][CH3:33])[CH2:17][C:18]3=[C:23]([C:22]([CH3:25])([CH3:26])[CH2:21][CH2:20][C:19]3([CH3:27])[CH3:28])[CH2:24]2)[cH:11][cH:12]1.[CH2:34]1[O:35][CH2:36][CH2:37][CH2:38]1>>[O:4]=[C:5]([OH:6])[c:7]1[cH:8][cH:9][c:10]([O:13][C:14](=[O:15])[C:16]2([CH2:29][CH2:30][CH2:31][CH2:32][CH3:33])[CH2:17][C:18]3=[C:23]([C:22]([CH3:25])([CH3:26])[CH2:21][CH2:20][C:19]3([CH3:27])[CH3:28])[CH2:24]2)[cH:11][cH:12]1. The reactants are CC=1C=CC(=C(C(=O)O)C1)C1=CN=CS1 (5-methyl-2-(thiazol-5-yl)benzoic acid), C[C@H]1[C@H](NCCC1)CNC1=NC=C(C=C1)C(F)(F)F (N-(((2S,3R)-3-methylpiperidin-2-yl)methyl)-5-(trifluoromethyl)pyridin-2-amine). Product: C[C@H]1[C@H](N(CCC1)C(=O)C1=C(C=CC(=C1)C)C1=CN=CS1)CNC1=NC=C(C=C1)C(F)(F)F (((2S,3R)-3-Methyl-2-(((5-(trifluoromethyl)pyridin-2-yl)amino)methyl)piperidin-1-yl)(5-methyl-2-(thiazol-5-yl)phenyl)methanone). RXN SMILES: [CH3:1][C:2]1[CH:3]=[CH:4][C:5]([C:11]2[S:15][CH:14]=[N:13][CH:12]=2)=[C:6]([CH:10]=1)[C:7]([OH:9])=O.[CH3:16][C@@H:17]1[CH2:22][CH2:21][CH2:20][NH:19][C@@H:18]1[CH2:23][NH:24][C:25]1[CH:30]=[CH:29][C:28]([C:31]([F:34])([F:33])[F:32])=[CH:27][N:26]=1>>[CH3:16][C@@H:17]1[CH2:22][CH2:21][CH2:20][N:19]([C:7]([C:6]2[CH:10]=[C:2]([CH3:1])[CH:3]=[CH:4][C:5]=2[C:11]2[S:15][CH:14]=[N:13][CH:12]=2)=[O:9])[C@@H:18]1[CH2:23][NH:24][C:25]1[CH:30]=[CH:29][C:28]([C:31]([F:34])([F:32])[F:33])=[CH:27][N:26]=1. Procedure details: The title compound was prepared following the same general protocol as described in Example A1, using 5-methyl-2-(thiazol-5-yl)benzoic acid and N-(((2S,3R)-3-methylpiperidin-2-yl)methyl)-5-(trifluoromethyl)pyridin-2-amine. ESI-MS (m/z): 475 [M+1]+. Reactants: Cl.CC1=C(SC=2N1CCCN2)C(=O)O (3-Methyl-6,7-dihydro-5H-thiazolo[3,2-a]pyrimidine-2-carboxylic acid hydrochloride), C(C)OCC (diethylether). Run in S(=O)(Cl)Cl (thionylchloride). Product: Cl.CC1=C(SC=2N1CCCN2)C(=O)Cl (3-methyl-6,7-dihydro-5H-thiazolo[3,2-a]pyrimidine-2-carbonylchloridehydrochloride). Isolated yield 198.4%. As a reaction SMILES: [ClH:1].[CH3:2][C:3]1[N:7]2[CH2:8][CH2:9][CH2:10][N:11]=[C:6]2[S:5][C:4]=1[C:12]([OH:14])=O.C(OCC)C>S(Cl)(Cl)=O>[ClH:1].[CH3:2][C:3]1[N:7]2[CH2:8][CH2:9][CH2:10][N:11]=[C:6]2[S:5][C:4]=1[C:12]([Cl:1])=[O:14] |f:0.1,4.5|. Procedure: In 75 ml of thionylchloride was suspended 10.0 g of 3-methyl-6,7-dihydro-5H-thiazolo[3,2-a]pyrimidine-2-carboxylic acid hydrochloride obtained in Example 27, followed by reflux under heating for 30 minutes. After dissolving completely, the reaction mixture was cooled. To the reaction mixture was added anhydrous diethylether under cooling with ice. The formed crystals were collected by filtration and dried over under reduced pressure to yield 10.7 g of 3-methyl-6,7-dihydro-5H-thiazolo[3,2-a]pyrim... Reactants: C(C1=CC=CC=C1)NC(=O)C1=CN(C2=CC=CC=C12)S(=O)(=O)C1=CC=CC=C1 (N-benzyl-1-(phenylsulfonyl) indole-3-carboxamide), [Li]CCCC (n-BuLi), hexanes, CSSC (methyldisulfide), C(=O)([O-])[O-].[K+].[K+] (K2CO3). The solvent is C1CCOC1 (THF), CO (MeOH), O (water). Run at temperature -20 celsius. Product: C(C1=CC=CC=C1)N1C(=CC2=CC=CC=C12)SC (N-benzyl-2-(methylthio)indole). Yield: 100.5%. Reaction SMILES: [CH2:1]([NH:8][C:9]([C:11]1[C:19]2[C:14](=[CH:15][CH:16]=[CH:17][CH:18]=2)N(S(C2C=CC=CC=2)(=O)=O)C=1)=O)[C:2]1[CH:7]=[CH:6][CH:5]=[CH:4][CH:3]=1.[Li]CCCC.[CH3:34][S:35]SC.C([O-])([O-])=O.[K+].[K+]>C1COCC1.CO.O>[CH2:1]([N:8]1[C:18]2[C:19](=[CH:14][CH:15]=[CH:16][CH:17]=2)[CH:11]=[C:9]1[S:35][CH3:34])[C:2]1[CH:3]=[CH:4][CH:5]=[CH:6][CH:7]=1 |f:3.4.5|. Procedure details: A solution of the above N-benzyl-1-(phenylsulfonyl)indole -3-carboxamide [XXIV: R8 =CH2Ph] (4.2 g, 11 mmol) in dry THF (200 mL) was treated at -78° C. with a solution of 2.5M n-BuLi in hexanes (9.1 mL, 23 mmol), and the stirred mixture was allowed to warm to -20° C. for 15 minutes, before being recooled to -78° C., when it was treated with methyldisulfide (2.5 mL, 28 mmol). The mixture was allowed to warm to 20° C., then quenched with water (25 mL). Volatiles were removed under reduced pressure,... Reactants: C1(=CC=CC=C1)NC(CC(=O)O)=O (N-phenyl-malonamic acid), CN(CCO)C[C@H](C1=CC=CC=C1)NC (2-{Methyl-[(S)-2-methylamino-2-phenyl-ethyl]-amino}-ethanol), yielded compound 21. The product is OCCN(C[C@H](C1=CC=CC=C1)N(C(CC(=O)NC1=CC=CC=C1)=O)C)C (N-{2-[(2-Hydroxy-ethyl)-methyl-amino]-(S)-1-phenyl-ethyl}-N-methyl-N′-phenyl-malonamide). As a reaction SMILES: [C:1]1([NH:7][C:8](=[O:13])[CH2:9][C:10]([OH:12])=O)[CH:6]=[CH:5][CH:4]=[CH:3][CH:2]=1.[CH3:14][N:15]([CH2:19][C@@H:20]([NH:27][CH3:28])[C:21]1[CH:26]=[CH:25][CH:24]=[CH:23][CH:22]=1)[CH2:16][CH2:17][OH:18]>>[OH:18][CH2:17][CH2:16][N:15]([CH3:14])[CH2:19][C@@H:20]([N:27]([CH3:28])[C:10](=[O:12])[CH2:9][C:8]([NH:7][C:1]1[CH:2]=[CH:3][CH:4]=[CH:5][CH:6]=1)=[O:13])[C:21]1[CH:26]=[CH:25][CH:24]=[CH:23][CH:22]=1. Procedure: Coupling of the N-phenyl-malonamic acid (394 mg, 2.2 mmol) with 2-[methyl-(2-methylamino-(S)-2-phenyl-ethyl)-amino]-ethanol from step b above (562 mg, 2.0 mmol) using the general coupling method A yielded compound 21 (620 mg, 84%). 1H NMR (400 MHz, DMSO-d6) δ: 10.14, 10.11 (2s, total 1H), 7.60 (d, 2H), 7.31 (m, 7H), 7.05 (t, 1H), 5.82, 5.12 (m, total 1H), 4.41, 4.35 (2t, total 1H), 3.72–3.46 (m, 4H), 2.95–2.50 (m, 7H), 2.31, 2.26 (2s, total 3H); MS: [M+1]+: 370. The product is C1(CC1)C1=CC(=NO1)C(=O)N1[C@H](CCC1)COC=1C(=NC=CC1)C(=O)OCC ((R)-ethyl 3-((1-(5-cyclopropylisoxazole-3-carbonyl)pyrrolidin-2-yl)methoxy)picolinate). Starting materials: N1[C@H](CCC1)COC=1C(=NC=CC1)C(=O)OCC ((R)-ethyl 3-(pyrrolidin-2-ylmethoxy)picolinate), C1(CC1)C1=CC(=NO1)C(=O)O (5-cyclopropylisoxazole-3-carboxylic acid), COC=1C=C(C(=NC1)C(=O)O)OC[C@@H]1N(CCC1)C(=O)[C@@H]1CC[C@H](CC1)C(F)(F)F (5-methoxy-3-(((R)-1-(trans-4-(trifluoromethyl)cyclohexanecarbonyl)pyrrolidin-2-yl)methoxy)picolinic acid). Reaction SMILES: [NH:1]1[CH2:5][CH2:4][CH2:3][C@@H:2]1[CH2:6][O:7][C:8]1[C:9]([C:14]([O:16][CH2:17][CH3:18])=[O:15])=[N:10][CH:11]=[CH:12][CH:13]=1.[CH:19]1([C:22]2[O:26][N:25]=[C:24]([C:27](O)=[O:28])[CH:23]=2)[CH2:21][CH2:20]1.COC1C=C(OC[C@H]2CCCN2C([C@H]2CC[C@H](C(F)(F)F)CC2)=O)C(C(O)=O)=NC=1>>[CH:19]1([C:22]2[O:26][N:25]=[C:24]([C:27]([N:1]3[CH2:5][CH2:4][CH2:3][C@@H:2]3[CH2:6][O:7][C:8]3[C:9]([C:14]([O:16][CH2:17][CH3:18])=[O:15])=[N:10][CH:11]=[CH:12][CH:13]=3)=[O:28])[CH:23]=2)[CH2:21][CH2:20]1. Procedure details: The title compound was prepared according to the procedure described in Step 5 of EXAMPLE 31 using (R)-ethyl 3-(pyrrolidin-2-ylmethoxy)picolinate bis(trifuluoroacetic acid) salt (EXAMPLE 34 Step 1) and 5-cyclopropylisoxazole-3-carboxylic acid instead of ammonium chloride and 5-methoxy-3-(((R)-1-(trans-4-(trifluoromethyl)cyclohexanecarbonyl)pyrrolidin-2-yl)methoxy)picolinic acid. Starting materials: CS(=O)(=O)OC1CC(CN2CCNC2=O)N(C(=O)OCc2ccc([N+](=O)[O-])cc2)C1, CN(C)C=O, CI, [Na+], [OH-]. The product is CN1CCN(CC2CC(OS(C)(=O)=O)CN2C(=O)OCc2ccc([N+](=O)[O-])cc2)C1=O. Reaction SMILES: [CH3:1][S:2](=[O:3])(=[O:4])[O:5][CH:6]1[CH2:7][CH:8]([CH2:24][N:25]2[C:26](=[O:30])[NH:27][CH2:28][CH2:29]2)[N:9]([C:11](=[O:12])[O:13][CH2:14][c:15]2[cH:16][cH:17][c:18]([N+:21](=[O:22])[O-:23])[cH:19][cH:20]2)[CH2:10]1.[CH3:35][N:36]([CH3:37])[CH:38]=[O:39].[I:33][CH3:34].[Na+:32].[OH-:31]>>[CH3:1][S:2](=[O:3])(=[O:4])[O:5][CH:6]1[CH2:7][CH:8]([CH2:24][N:25]2[C:26](=[O:30])[N:27]([CH3:34])[CH2:28][CH2:29]2)[N:9]([C:11](=[O:12])[O:13][CH2:14][c:15]2[cH:16][cH:17][c:18]([N+:21](=[O:22])[O-:23])[cH:19][cH:20]2)[CH2:10]1. The product is COC(C1=CC=C(C=C1)CNC1=NC(=NC=C1C#N)SC)=O (4-[(5-Cyano-2-methylsulfanyl-pyrimidin-4-ylamino)-methyl]-benzoic acid methyl ester). Solvent: COCCOC (DME). The reactants are NC1=NC(=NC=C1C#N)SC (4-amino-2-methylsulfanyl-pyrimidine-5-carbonitrile), COC(C1=CC=C(C=C1)CBr)=O (4-bromomethyl-benzoic acid methyl ester), C(=O)([O-])[O-].[K+].[K+] (K2CO3). Reaction conditions: temperature 60 celsius. Procedure details: To a solution of 4-amino-2-methylsulfanyl-pyrimidine-5-carbonitrile (229a) (200 mg, 1.2 mmol) in DME (10 ml) were added 4-bromomethyl-benzoic acid methyl ester (274 mg, 1.2 mmol) and K2CO3 (663 mg, 4.8 mmol) at room temperature. The reaction mixture was heated at 100° C. for 5 h, overnight at 60° C., cooled, filtered and concentrated in vacuo. The crude product was used in the next reaction without further purification. LRMS: 314.3 (calc.); 315.3 (obt.) (MH)+. Reaction SMILES: [NH2:1][C:2]1[C:7]([C:8]#[N:9])=[CH:6][N:5]=[C:4]([S:10][CH3:11])[N:3]=1.[CH3:12][O:13][C:14](=[O:23])[C:15]1[CH:20]=[CH:19][C:18]([CH2:21]Br)=[CH:17][CH:16]=1.C([O-])([O-])=O.[K+].[K+]>COCCOC>[CH3:12][O:13][C:14](=[O:23])[C:15]1[CH:20]=[CH:19][C:18]([CH2:21][NH:1][C:2]2[C:7]([C:8]#[N:9])=[CH:6][N:5]=[C:4]([S:10][CH3:11])[N:3]=2)=[CH:17][CH:16]=1 |f:2.3.4|. Starting materials: [Cl-].[Na+] (sodium chloride), C(C1=CC=CC=C1)[C@@H]1NC(OC1)=O ((S)-4-benzyloxazolidin-2-one), C(C)OCC(=O)Cl (ethoxyacetyl chloride), CCCCCC.C(CCC)[Li] (n-butyllithium hexane). The solvent is C1CCOC1 (THF). Conditions: temperature -78 celsius, time 24 hour. The product is C(C)OCC(=O)N1C(OCC1CC1=CC=CC=C1)=O (3-(2-Ethoxyethanoyl)-4-benzyloxazolidin-2-one). Reaction SMILES: [CH2:1]([C@H:8]1[CH2:12][O:11][C:10](=[O:13])[NH:9]1)[C:2]1[CH:7]=[CH:6][CH:5]=[CH:4][CH:3]=1.CCCCCC.C([Li])CCC.[CH2:25]([O:27][CH2:28][C:29](Cl)=[O:30])[CH3:26].[Cl-].[Na+]>C1COCC1>[CH2:25]([O:27][CH2:28][C:29]([N:9]1[CH:8]([CH2:1][C:2]2[CH:3]=[CH:4][CH:5]=[CH:6][CH:7]=2)[CH2:12][O:11][C:10]1=[O:13])=[O:30])[CH3:26] |f:1.2,4.5|. Procedure details: 36.7 g (207 mmol) of (S)-4-benzyloxazolidin-2-one in 800 ml of THF are introduced into a round-bottomed flask under a stream of nitrogen. The reaction medium is cooled to −78° C. and 83 ml (207 mmol) of 2.5M n-butyllithium hexane are added dropwise. 30 minutes later, 25.4 g (207 mmol) of ethoxyacetyl chloride obtained in Example 81(b) are added, at −78° C. The reaction medium is stirred for 24 hours and then poured into saturated aqueous sodium chloride solution and extracted with ethyl acetate....